From a dataset of the Open Reaction Database (ORD), a public repository of structured organic reaction records. describe an organic reaction: reactants, conditions, products, and yield The reactants are ClC=1C=C(C=CC1C(C(C(F)(F)F)(C1=CC(=NC=C1)C)O)C)O (3-Chloro-4-[3,3,3-trifluoro-2-hydroxy-1-methyl-2-(2-methyl-pyridin-4-yl)-propyl]-phenol), C(C)OC(=O)C1=NC=CC(=C1)CBr (ethyl-4-(bromomethyl)-pyridine-2-carboxylate), ice water. The reagents and catalysts are C([O-])([O-])=O.[Ag+2] (silver carbonate). The solvent is CN(C)C=O (DMF). Reaction conditions: temperature 80 celsius. The product is C(C)OC(=O)C1=NC=CC(=C1)COC1=CC(=C(C=C1)C(C(C(F)(F)F)(C1=CC(=NC=C1)C)O)C)Cl (4-{3-Chloro-4-[3,3,3-trifluoro-2-hydroxy-1-methyl-2-(2-methyl-pyridin-4-yl)-propyl]-phenoxymethyl}-pyridine-2-carboxylic acid ethyl ester). Yield: 63.0%. RXN SMILES: [Cl:1][C:2]1[CH:3]=[C:4]([OH:23])[CH:5]=[CH:6][C:7]=1[CH:8]([CH3:22])[C:9]([OH:21])([C:14]1[CH:19]=[CH:18][N:17]=[C:16]([CH3:20])[CH:15]=1)[C:10]([F:13])([F:12])[F:11].[CH2:24]([O:26][C:27]([C:29]1[CH:34]=[C:33]([CH2:35]Br)[CH:32]=[CH:31][N:30]=1)=[O:28])[CH3:25]>CN(C=O)C.C(=O)([O-])[O-].[Ag+2]>[CH2:24]([O:26][C:27]([C:29]1[CH:34]=[C:33]([CH2:35][O:23][C:4]2[CH:5]=[CH:6][C:7]([CH:8]([CH3:22])[C:9]([OH:21])([C:14]3[CH:19]=[CH:18][N:17]=[C:16]([CH3:20])[CH:15]=3)[C:10]([F:13])([F:11])[F:12])=[C:2]([Cl:1])[CH:3]=2)[CH:32]=[CH:31][N:30]=1)=[O:28])[CH3:25] |f:3.4|. Reported procedure: 3-Chloro-4-[3,3,3-trifluoro-2-hydroxy-1-methyl-2-(2-methyl-pyridin-4-yl)-propyl]-phenol (100 mg, obtained in Example 93, step 6) and ethyl-4-(bromomethyl)-pyridine-2-carboxylate (85 mg, [CAS Reg. No. 153994-03-7]) were dissolved in DMF (5 mL) followed by addition of silver carbonate (80 mg). The mixture was heated to 80° C. for 3 hours. The reaction mixture was cooled, poured into ice/water and extracted two times with ethyl acetate. The combined organic layers were washed with brine, dried over... The reactants are C(=O)O.NCC1CCN(CC1)S(=O)(=O)C1=CC=C(C=C1)NC(=O)NCC1=C(C=CC(=C1)F)F (N-(4-{[4-(aminomethyl)-1-piperidinyl]sulfonyl}phenyl)-N′-(2,5-difluorobenzyl)urea formate), [Si](C1=CC=CC=C1)(C1=CC=CC=C1)(C(C)(C)C)OC1=C(C=C(C=C1)OC[C@H]1OC1)N(C([O-])=O)S(=O)(=O)C (2-{[t-butyl(diphenyl)silyl]oxy}-5-[(2S)oxiranylmethoxy]phenyl(methylsulfonyl)carbamate). The product is FC1=C(CNC(NC2=CC=C(C=C2)S(=O)(=O)N2CCC(CC2)CNC[C@@H](COC=2C=CC(=C(C2)NS(=O)(=O)C)O)O)=O)C=C(C=C1)F (N-(5-{(2S)-3-[(1-{4-[3-(2,5-Difluoro-benzyl)-ureido]-benzenesulfonyl}-piperidin-4-ylmethyl)-amino]-2-hydroxy-propoxy}-2-hydroxy-phenyl)-methanesulfonamide). Isolated yield 7.5%. RXN SMILES: C(O)=O.[NH2:4][CH2:5][CH:6]1[CH2:11][CH2:10][N:9]([S:12]([C:15]2[CH:20]=[CH:19][C:18]([NH:21][C:22]([NH:24][CH2:25][C:26]3[CH:31]=[C:30]([F:32])[CH:29]=[CH:28][C:27]=3[F:33])=[O:23])=[CH:17][CH:16]=2)(=[O:14])=[O:13])[CH2:8][CH2:7]1.[Si]([O:51][C:52]1[CH:57]=[CH:56][C:55]([O:58][CH2:59][C@@H:60]2[CH2:62][O:61]2)=[CH:54][C:53]=1[N:63]([S:67]([CH3:70])(=[O:69])=[O:68])C(=O)[O-])(C(C)(C)C)(C1C=CC=CC=1)C1C=CC=CC=1>>[F:33][C:27]1[CH:28]=[CH:29][C:30]([F:32])=[CH:31][C:26]=1[CH2:25][NH:24][C:22](=[O:23])[NH:21][C:18]1[CH:17]=[CH:16][C:15]([S:12]([N:9]2[CH2:8][CH2:7][CH:6]([CH2:5][NH:4][CH2:62][C@H:60]([OH:61])[CH2:59][O:58][C:55]3[CH:56]=[CH:57][C:52]([OH:51])=[C:53]([NH:63][S:67]([CH3:70])(=[O:69])=[O:68])[CH:54]=3)[CH2:11][CH2:10]2)(=[O:13])=[O:14])=[CH:20][CH:19]=1 |f:0.1|. Procedure details: N-(4-{[4-(aminomethyl)-1-piperidinyl]sulfonyl}phenyl)-N′-(2,5-difluorobenzyl)urea formate (0.285 g, 0.535 mmol) was reacted with 2-{[t-butyl(diphenyl)silyl]oxy}-5-[(2S)oxiranylmethoxy]phenyl(methylsulfonyl)carbamate (0.322 g, 0.535 mmol) according to example 37 to give the title compound (0.03 g, 0.04 mmol). Starting materials: COC1=CC=2N(C3=CC=CC(=C3SC2C=C1)SC)CCCCl (2-methoxy-6-methylthio-10-(3-chloropropyl)phenothiazine), OCCC1CCNCC1 (4-hydroxyethylpiperidine), C([O-])(O)=O.[Na+] (sodium bicarbonate). Run in CN(C=O)C (dimethylformamide). Conditions: temperature 120 celsius, time 6 hour. The product is COC1=CC=2N(C3=CC=CC(=C3SC2C=C1)SC)CCCN1CCC(CC1)CCO (2-Methoxy-6-methylthio-10-[3-(4-hydroxyethylpiperidino)propyl]-phenothiazine). Yield: 71.7%. As a reaction SMILES: [CH3:1][O:2][C:3]1[CH:16]=[CH:15][C:14]2[S:13][C:12]3[C:7](=[CH:8][CH:9]=[CH:10][C:11]=3[S:17][CH3:18])[N:6]([CH2:19][CH2:20][CH2:21]Cl)[C:5]=2[CH:4]=1.[OH:23][CH2:24][CH2:25][CH:26]1[CH2:31][CH2:30][NH:29][CH2:28][CH2:27]1.C(=O)(O)[O-].[Na+]>CN(C)C=O>[CH3:1][O:2][C:3]1[CH:16]=[CH:15][C:14]2[S:13][C:12]3[C:7](=[CH:8][CH:9]=[CH:10][C:11]=3[S:17][CH3:18])[N:6]([CH2:19][CH2:20][CH2:21][N:29]3[CH2:30][CH2:31][CH:26]([CH2:25][CH2:24][OH:23])[CH2:27][CH2:28]3)[C:5]=2[CH:4]=1 |f:2.3|. Procedure: A mixture of 2-methoxy-6-methylthio-10-(3-chloropropyl)phenothiazine (9.2 g.), 4-hydroxyethylpiperidine (3.2 g.) and sodium bicarbonate (8.4 g.) in dimethylformamide (90 cc.) is heated at 120°C., with stirring, for 6 hours. The solvent is then evaporated under reduced pressure (0.1 mm.Hg) at 60°C. The residue is taken up in chloroform (80 cc.) and distilled water (80 cc.) and purification of the product is effected by making the medium acidic and then reprecipitating the base by the procedure me... Reactants: FC(C=1C=C(N)C=CC1)(F)F (3-trifluoromethylaniline), [N+](=O)([O-])C1=CC=C(C(=O)O)C=C1 (4-nitrobenzoic acid). Product: [N+](=O)([O-])C1=CC=C(C(=O)NC2=CC(=CC=C2)C(F)(F)F)C=C1 (4-Nitro-N-(3-trifluoromethylphenyl)benzamide). The yield is 79.9%. As a reaction SMILES: [F:1][C:2]([F:11])([F:10])[C:3]1[CH:4]=[C:5]([CH:7]=[CH:8][CH:9]=1)[NH2:6].[N+:12]([C:15]1[CH:23]=[CH:22][C:18]([C:19](O)=[O:20])=[CH:17][CH:16]=1)([O-:14])=[O:13]>>[N+:12]([C:15]1[CH:16]=[CH:17][C:18]([C:19]([NH:6][C:5]2[CH:7]=[CH:8][CH:9]=[C:3]([C:2]([F:10])([F:11])[F:1])[CH:4]=2)=[O:20])=[CH:22][CH:23]=1)([O-:14])=[O:13]. Reported procedure: Using 3-trifluoromethylaniline (1.77 g, 11.0 mmol) and 4-nitrobenzoic acid (1.67 g, 10.0 mmol), the procedure of Reference Example 16 was repeated to obtain 2.48 g (80.0%) of the title compound in the form of colorless powder.